Dataset: the Open Reaction Database (ORD), a public repository of structured organic reaction records. Task: describe an organic reaction: reactants, conditions, products, and yield Reactants: BrC1=CC=C(C=C1)C(C(=O)O)OC1=CC=CC=C1 (2-(4-bromophenyl)-2-phenoxyacetic acid). Run in O1CCCC1 (tetrahydrofuran). Run at time 15 hour. The product is BrC1=CC=C(C=C1)C(CO)OC1=CC=CC=C1 (2-(4-bromophenyl)-2-phenoxyethanol). Reaction SMILES: [Br:1][C:2]1[CH:7]=[CH:6][C:5]([CH:8]([O:12][C:13]2[CH:18]=[CH:17][CH:16]=[CH:15][CH:14]=2)[C:9](O)=[O:10])=[CH:4][CH:3]=1>O1CCCC1>[Br:1][C:2]1[CH:3]=[CH:4][C:5]([CH:8]([O:12][C:13]2[CH:14]=[CH:15][CH:16]=[CH:17][CH:18]=2)[CH2:9][OH:10])=[CH:6][CH:7]=1. Reported procedure: To a solution of 2-(4-bromophenyl)-2-phenoxyacetic acid (6 g, 19.6 mmol) in anhydrous tetrahydrofuran (100 mL) was added borane-tetrahydrofuran complex (1 M, 40 mL) at −5° C. The solution was stirred at room temperature for 15 hours. After 2 hours, LC-MS showed the desired product was obtained. Water:acetic acid (1:1, 50 mL) was added at 0° C. to quench the reaction, the mixture was added 10 mL saturated sodium bicarbonate to adjust pH=7, extracted with ethyl acetate (100 mL). Then combined and ... Starting materials: C(C)(=O)OC1=C(C=C(C=C1C(C)(C)C)O)C(C)(C)C (4-acetoxy-3,5-di-tert-butylphenol), [H-].[Na+] (sodium hydride), [Cl-].[NH4+] (ammonium chloride), ClCC(=C)C (3-chloro-2-methyl-1-propene). The solvent is CN(C=O)C (N,N-dimethylformamide), CN(C=O)C (N,N-dimethylformamide). Conditions: time 30 minute. Yields the product C(C)(=O)OC1=C(C=C(C=C1C(C)(C)C)OCC(=C)C)C(C)(C)C (4-acetoxy-3,5-di-tert-butyl-1-(2-methyl-2-propenyloxy)benzene). Isolated yield 90.0%. RXN SMILES: [H-].[Na+].[C:3]([O:6][C:7]1[C:12]([C:13]([CH3:16])([CH3:15])[CH3:14])=[CH:11][C:10]([OH:17])=[CH:9][C:8]=1[C:18]([CH3:21])([CH3:20])[CH3:19])(=[O:5])[CH3:4].Cl[CH2:23][C:24]([CH3:26])=[CH2:25].[Cl-].[NH4+]>CN(C)C=O>[C:3]([O:6][C:7]1[C:12]([C:13]([CH3:14])([CH3:16])[CH3:15])=[CH:11][C:10]([O:17][CH2:25][C:24]([CH3:26])=[CH2:23])=[CH:9][C:8]=1[C:18]([CH3:21])([CH3:20])[CH3:19])(=[O:5])[CH3:4] |f:0.1,4.5|. Procedure: 60% Oily sodium hydride (0.18 g) was suspended in N,N-dimethylformamide (16 ml). A solution of 4-acetoxy-3,5-di-tert-butylphenol (1 g) in N,N-dimethylformamide (5 ml) was added dropwise to the suspension under ice cooling and the mixture was stirred for 30 min. Subsequently, the reaction mixture was allowed to warm to room temperature and 3-chloro-2-methyl-1-propene (0.45 ml) was added dropwise. After stirring at room temperature for 2 h, a saturated aqueous solution of ammonium chloride (15 ml)... Starting materials: Br.Br.NCC#CCNC(CF)=N (1-Amino-4-(1-imino-2-fluoroethylamino)but-2-ynedihydrobromide), N(=[N+]=[N-])CC#CCNC(=O)OCCCC (1-azido-4-(butoxycarbonylamino)but-2-yne), Br.C(C1=CC=CC=C1)SC(CF)=N (S-benzyl-2-fluorothioacetimidate hydrobromide). Product: Br.C(CCC)OC(=O)NCC#CCNC(CF)=N (1-butoxycarbonylamino-4-(1-imino-2-fluoro-ethylamino) but-2-yne hydrobromide). As a reaction SMILES: [BrH:1].Br.[NH2:3][CH2:4][C:5]#[C:6][CH2:7][NH:8][C:9](=[NH:12])[CH2:10][F:11].N(CC#CCN[C:21]([O:23][CH2:24][CH2:25][CH2:26][CH3:27])=[O:22])=[N+]=[N-].Br.C(SC(=N)CF)C1C=CC=CC=1>>[BrH:1].[CH2:24]([O:23][C:21]([NH:3][CH2:4][C:5]#[C:6][CH2:7][NH:8][C:9](=[NH:12])[CH2:10][F:11])=[O:22])[CH2:25][CH2:26][CH3:27] |f:0.1.2,4.5,6.7|. Reported procedure: 1-Amino-4-(1-imino-2-fluoroethylamino)but-2-ynedihydrobromide was made from 1-azido-4-(butoxycarbonylamino)but-2-yne and S-benzyl-2-fluorothioacetimidate hydrobromide to yield 1-butoxycarbonylamino-4-(1-imino-2-fluoro-ethylamino) but-2-yne hydrobromide as an intermediate. The product is CCOC(=O)C(C(=O)OCC)C(=O)c1ccc(F)c(Cl)c1F. Reactants: CCOC(=O)CC(=O)OCC, ClC(Cl)(Cl)Cl, CCO, Cc1ccccc1, O=C(Cl)c1ccc(F)c(Cl)c1F, [Mg], O=S(=O)(O)O. RXN SMILES: [C:2]([CH2:3][C:4](=[O:5])[O:6][CH2:7][CH3:8])(=[O:9])[O:10][CH2:11][CH3:12].[C:40]([Cl:41])([Cl:42])([Cl:43])[Cl:44].[CH3:30][CH2:31][OH:32].[CH3:33][c:34]1[cH:35][cH:36][cH:37][cH:38][cH:39]1.[Cl:13][c:14]1[c:15]([F:24])[c:16]([C:17](=[O:18])[Cl:19])[cH:20][cH:21][c:22]1[F:23].[Mg:1].[S:25](=[O:26])(=[O:27])([OH:28])[OH:29]>>[C:2]([CH:3]([C:4](=[O:5])[O:6][CH2:7][CH3:8])[C:17]([c:16]1[c:15]([F:24])[c:14]([Cl:13])[c:22]([F:23])[cH:21][cH:20]1)=[O:18])(=[O:9])[O:10][CH2:11][CH3:12]. Reaction SMILES: [Br:1][CH2:2][CH2:3][CH2:4][CH2:5][CH2:6][CH2:7][CH2:8][CH2:9][CH2:10][CH2:11][C:12](=[O:13])[OH:14].[CH2:22]([N+:23]([CH2:24][CH2:25][CH2:26][CH3:27])([CH2:28][CH2:29][CH2:30][CH3:31])[CH2:32][CH2:33][CH2:34][CH3:35])[CH2:36][CH2:37][CH3:38].[CH3:18][C:19]#[N:20].[Ca+2:17].[Cl-:15].[Cl-:16].[Cl-:21]>>[CH2:2]([CH2:3][CH2:4][CH2:5][CH2:6][CH2:7][CH2:8][CH2:9][CH2:10][CH2:11][C:12](=[O:13])[OH:14])[Cl:15]. Reactants: O=C(O)CCCCCCCCCCBr, CCCC[N+](CCCC)(CCCC)CCCC, CC#N, [Ca+2], [Cl-], [Cl-], [Cl-]. Product: O=C(O)CCCCCCCCCCCl. The reactants are CN(C1(CCC(CC1)=CC(=O)NC(CC1=CNC2=CC=CC=C12)C)C1=CC(=CC=C1)F)C (2-[4-dimethylamino-4-(3-fluorophenyl)-cyclohexylidene]-N-[2-(1H-indol-3-yl)-1-methylethyl]-acetamide). The reagents and catalysts are [Pd] (Palladium-on-charcoal). Run in CO (methanol). Run at time 15 hour. Product: CN(C1(CCC(CC1)CC(=O)NC(CC1=CNC2=CC=CC=C12)C)C1=CC(=CC=C1)F)C (2-[4-dimethylamino-4-(3-fluorophenyl)cyclohexyl]-N-[2-(1H-indol-3-yl)-1-methylethyl]acetamide). Yield: 4.0%. Reaction SMILES: [CH3:1][N:2]([CH3:32])[C:3]1([C:25]2[CH:30]=[CH:29][CH:28]=[C:27]([F:31])[CH:26]=2)[CH2:8][CH2:7][C:6](=[CH:9][C:10]([NH:12][CH:13]([CH3:24])[CH2:14][C:15]2[C:23]3[C:18](=[CH:19][CH:20]=[CH:21][CH:22]=3)[NH:17][CH:16]=2)=[O:11])[CH2:5][CH2:4]1>[Pd].CO>[CH3:32][N:2]([CH3:1])[C:3]1([C:25]2[CH:30]=[CH:29][CH:28]=[C:27]([F:31])[CH:26]=2)[CH2:8][CH2:7][CH:6]([CH2:9][C:10]([NH:12][CH:13]([CH3:24])[CH2:14][C:15]2[C:23]3[C:18](=[CH:19][CH:20]=[CH:21][CH:22]=3)[NH:17][CH:16]=2)=[O:11])[CH2:5][CH2:4]1. Procedure details: Palladium-on-charcoal (5%, 40 mg) was added to a solution of 2-[4-dimethylamino-4-(3-fluorophenyl)-cyclohexylidene]-N-[2-(1H-indol-3-yl)-1-methylethyl]-acetamide (417 mg, 0.96 mmol) in abs. methanol (40 ml). The reaction mixture was hydrogenated at RT under a pressure of 3 bar for 15 h. The catalyst was separated off over Celite and the filtrate was concentrated. After separation of the residue by chromatography on silica gel G [50 g; EA/MeOH (10:1)-(5:1)], the less polar diastereoisomer of 2-[4... The product is C(C1=CC=CC=C1)[C@H](C(=O)N[C@@H]1C(N2[C@@H](SCC1)CCC[C@H]2C(=O)OC)=O)CC[C@@H](C(=O)N[C@@H]2C(N(CCCC2)C2=CC(=CC=C2)OC)=O)CC2=CC=CC=C2 ((4S,7S,10aS)-Methyl 4-((2R,5R)-2,5-dibenzyl-6-((S)-1-(3-methoxyphenyl)-2-oxoazepan-3-ylamino)-6-oxohexanamido)-5-oxooctahydro-2H-pyrido[2,1-b][1,3]thiazepine-7-carboxylate), solid. As a reaction SMILES: [CH2:1]([C@@H:8]([CH2:12][CH2:13][C@H:14]([CH2:34][C:35]1[CH:40]=[CH:39][CH:38]=[CH:37][CH:36]=1)[C:15]([NH:17][C@H:18]1[CH2:24][CH2:23][S:22][C@H:21]2[CH2:25][CH2:26][CH2:27][C@@H:28]([C:29]([O:31][CH3:32])=[O:30])[N:20]2[C:19]1=[O:33])=[O:16])[C:9](O)=[O:10])[C:2]1[CH:7]=[CH:6][CH:5]=[CH:4][CH:3]=1.FC(F)(F)C(O)=O.[NH2:48][C@H:49]1[CH2:55][CH2:54][CH2:53][CH2:52][N:51]([C:56]2[CH:61]=[CH:60][CH:59]=[C:58]([O:62][CH3:63])[CH:57]=2)[C:50]1=[O:64]>>[CH2:34]([C@@H:14]([CH2:13][CH2:12][C@H:8]([CH2:1][C:2]1[CH:3]=[CH:4][CH:5]=[CH:6][CH:7]=1)[C:9]([NH:48][C@H:49]1[CH2:55][CH2:54][CH2:53][CH2:52][N:51]([C:56]2[CH:61]=[CH:60][CH:59]=[C:58]([O:62][CH3:63])[CH:57]=2)[C:50]1=[O:64])=[O:10])[C:15]([NH:17][C@H:18]1[CH2:24][CH2:23][S:22][C@H:21]2[CH2:25][CH2:26][CH2:27][C@@H:28]([C:29]([O:31][CH3:32])=[O:30])[N:20]2[C:19]1=[O:33])=[O:16])[C:35]1[CH:40]=[CH:39][CH:38]=[CH:37][CH:36]=1 |f:1.2|. Reported procedure: (4S,7S,10aS)-Methyl 4-((2R,5R)-2,5-dibenzyl-6-((S)-1-(3-methoxyphenyl)-2-oxoazepan-3-ylamino)-6-oxohexanamido)-5-oxooctahydro-2H-pyrido[2,1-b][1,3]thiazepine-7-carboxylate was synthesized as described in General Procedure H using Intermediate 23 (24 mg, 0.042 mmol) and Intermediate 65 (19 mg, 0.055 mmol) to give a white solid (21 mg, 62% yield). Anal. Calcd. for C44H54N4O7S m/z 782.7. found: 783.7 (M+H)+; 1H NMR (400 MHz, CDCl3) δ ppm 7.36-7.02 (m, 11H), 6.83 (dd, J=8.2, 2.1 Hz, 1H), 6.69 (dt, J... Isolated yield 62.0%. Reactants: C(C1=CC=CC=C1)[C@H](C(=O)O)CC[C@@H](C(=O)N[C@@H]1C(N2[C@@H](SCC1)CCC[C@H]2C(=O)OC)=O)CC2=CC=CC=C2 ((2R,5R)-2,5-Dibenzyl-6-((4S,7S,10aS)-7-(methoxycarbonyl)-5-oxooctahydro-2H-pyrido[2,1-b][1,3]thiazepin-4-ylamino)-6-oxohexanoic acid), FC(C(=O)O)(F)F.N[C@@H]1C(N(CCCC1)C1=CC(=CC=C1)OC)=O ((S)-3-Amino-1-(3-methoxyphenyl)azepan-2-one trifluoroacetate). The reactants are COC(COC=1C2=C(N=C(N1)SC)N(C(=C2)CC)CC2=C(C=CC=C2)C2=CC=CC=C2)=O ([[2-(methylthio)-6-ethyl-7-([1,1′-biphenyl]-2-ylmethyl)-7H-pyrrolo[2,3-d]pyrimidin-4-yl]oxy]acetic acid methyl ester). The reagents and catalysts are [Ni] (Ni). Run in C(C)O (ethanol). Run at time 18 hour. The product is COC(COC=1C2=C(N=CN1)N(C(=C2)CC)CC2=C(C=CC=C2)C2=CC=CC=C2)=O ([[6-ethyl-7-([1,1′-biphenyl]-2-ylmethyl)-7H-pyrrolo[2,3-d]pyrimidin-4-yl]oxy]acetic acid methyl ester). RXN SMILES: [CH3:1][O:2][C:3](=[O:32])[CH2:4][O:5][C:6]1[C:7]2[CH:16]=[C:15]([CH2:17][CH3:18])[N:14]([CH2:19][C:20]3[CH:25]=[CH:24][CH:23]=[CH:22][C:21]=3[C:26]3[CH:31]=[CH:30][CH:29]=[CH:28][CH:27]=3)[C:8]=2[N:9]=[C:10](SC)[N:11]=1>C(O)C.[Ni]>[CH3:1][O:2][C:3](=[O:32])[CH2:4][O:5][C:6]1[C:7]2[CH:16]=[C:15]([CH2:17][CH3:18])[N:14]([CH2:19][C:20]3[CH:25]=[CH:24][CH:23]=[CH:22][C:21]=3[C:26]3[CH:27]=[CH:28][CH:29]=[CH:30][CH:31]=3)[C:8]=2[N:9]=[CH:10][N:11]=1. Reported procedure: To a suspension of 85 mg (3.55 mmol) of sodium hydride in 4 mL of benzene was added 326 mg (3.55 mmol) of methyl glycolate and a solution of 200 mg (0.507 mmol) of 2-(methylthio)-4-chloro-6-ethyl-7-([1,1′-biphenyl]-2-ylmethyl)-7H-pyrrolo[2,3-d]pyrimidine in 8 ml of benzene. The mixture was heated at 60° C. and monitored by TLC (silica, methylene chloride) for conversion to product. After 70 hours, the reaction was cooled to ambient temperature and partitioned by the addition of 15 mL of 2 M sodi... Reactants: C(C1=CC=CC=C1)OC1=C(C=CC=C1)CC1=CC=C(C=C1)C=C(F)F (1-benzyloxy-2-[4-(2,2-Difluorovinyl)benzyl]benzene), B(Br)(Br)Br.C(Cl)Cl.CSC (boron tribromide dimethylsulfide methylene chloride), B(F)(F)F.C(Cl)Cl.CSC (boron trifluoride dimethylsulfide methylene chloride), [OH-].[Na+] (sodium hydroxide), C(O)([O-])=O.[Na+] (sodium hydrogencarbonate). The solvent is C(Cl)Cl (methylene chloride). Run at time 2 minute. The product is FC(=CC1=CC=C(CC2=C(C=CC=C2)O)C=C1)F (2-[4-(2,2-Difluorovinyl)benzyl]phenol). Yield: 89.7%. RXN SMILES: C([O:8][C:9]1[CH:14]=[CH:13][CH:12]=[CH:11][C:10]=1[CH2:15][C:16]1[CH:21]=[CH:20][C:19]([CH:22]=[C:23]([F:25])[F:24])=[CH:18][CH:17]=1)C1C=CC=CC=1.B(Br)(Br)Br.C(Cl)Cl.CSC.B(F)(F)F.C(Cl)Cl.CSC.[OH-].[Na+].C(=O)([O-])O.[Na+]>C(Cl)Cl>[F:24][C:23]([F:25])=[CH:22][C:19]1[CH:20]=[CH:21][C:16]([CH2:15][C:10]2[CH:11]=[CH:12][CH:13]=[CH:14][C:9]=2[OH:8])=[CH:17][CH:18]=1 |f:1.2.3,4.5.6,7.8,9.10|. Reported procedure: In a nitrogen stream, a solution of 1-benzyloxy-2-[4-(2,2-Difluorovinyl)benzyl]benzene (984.5 mg, 2.93 mmol) in methylene chloride (12 mL) was cooled to −78° C., and a boron tribromide-dimethylsulfide methylene chloride solution (1.0 M, 7.32 mL) was added dropwise thereto. The reaction mixture was stirred at the same temperature for two minutes and under cooling with ice for two hours, and furthermore the boron trifluoride-dimethylsulfide methylene chloride solution (4.39 mL) was added dropwise ... Starting materials: BrC1=CC(=C(C=C1)C=1C(=CC=CC1)S(=O)(=O)O)F (4′-Bromo-2′-fluorobiphenyl sulfonic acid), CN(C)C=O (DMF), S(=O)(Cl)Cl (thionyl chloride), C1(=CC=CC=C1)C (Toluene). Yields the product BrC1=CC(=C(C=C1)C=1C(=CC=CC1)S(=O)(=O)Cl)F (4′-Bromo-2′-fluorobiphenyl sulfonyl chloride). As a reaction SMILES: [Br:1][C:2]1[CH:7]=[CH:6][C:5]([C:8]2[C:9]([S:14](O)(=[O:16])=[O:15])=[CH:10][CH:11]=[CH:12][CH:13]=2)=[C:4]([F:18])[CH:3]=1.CN(C=O)C.C1(C)C=CC=CC=1.S(Cl)([Cl:33])=O>>[Br:1][C:2]1[CH:7]=[CH:6][C:5]([C:8]2[C:9]([S:14]([Cl:33])(=[O:16])=[O:15])=[CH:10][CH:11]=[CH:12][CH:13]=2)=[C:4]([F:18])[CH:3]=1. Procedure: 4′-Bromo-2′-fluorobiphenyl sulfonic acid (5 g) was refluxed in thionyl chloride (30 mL) with a catalytic quantity of DMF (0.5 mL) for 4 hours. Toluene was added and the solvents evaporated under vacuum. The residue collected was recrystallised from petrol/ethyl acetate to give white crystals.